describe an organic reaction: reactants, conditions, products, and yield From a dataset of the Open Reaction Database (ORD), a public repository of structured organic reaction records. Starting materials: CO, O=C(Cl)C(=O)Cl, O=Cc1ccc(C(=O)O)c(F)c1, CN(C)C=O. Product: O=Cc1ccc(C(=O)Cl)c(F)c1. RXN SMILES: [CH3:24][OH:25].[Cl:13][C:14]([C:15]([Cl:16])=[O:17])=[O:18].[F:1][c:2]1[c:3]([C:4](=[O:5])[OH:6])[cH:7][cH:8][c:9]([CH:11]=[O:12])[cH:10]1.[O:19]=[CH:20][N:21]([CH3:22])[CH3:23]>>[F:1][c:2]1[c:3]([C:4](=[O:5])[Cl:13])[cH:7][cH:8][c:9]([CH:11]=[O:12])[cH:10]1. Starting materials: ClC1=C(C=C(C#N)C(=C1)Cl)S(N)(=O)=O (4,6-dichloro-3-sulfamoylbenzonitrile), O1CCOCC1 (dioxane), CN1CCNCC1 (N-methylpiperazine), O (water). Reaction conditions: temperature 100 celsius, time 2 hour. Yields the product ClC1=CC(=C(C=C1C(=O)O)S(N)(=O)=O)N1CCN(CC1)C (6-Chloro-4-(4-methylpiperazine-1-yl)-3-sulfamoylbenzoic acid). Reaction SMILES: Cl[C:2]1C=[C:8]([Cl:10])[C:5](C#N)=[CH:4][C:3]=1[S:11](=[O:14])(=[O:13])[NH2:12].[O:15]1[CH2:20][CH2:19]OCC1.[CH3:21][N:22]1[CH2:27][CH2:26][NH:25][CH2:24][CH2:23]1.[OH2:28]>>[Cl:10][C:8]1[C:19]([C:20]([OH:15])=[O:28])=[CH:2][C:3]([S:11](=[O:13])(=[O:14])[NH2:12])=[C:4]([N:25]2[CH2:26][CH2:27][N:22]([CH3:21])[CH2:23][CH2:24]2)[CH:5]=1. Procedure: A mixture of 50 g of 4,6-dichloro-3-sulfamoylbenzonitrile, 0.1 l of dioxane and 21 g of N-methylpiperazine was stirred for 2 hours at 100° C. Subsequently, the reaction solution was introduced into 0.3 l of water, the crystalline precipitate was suction-filtered, washed with water and recrystallized from ethanol. Reactants: BrC1=C(C(=C2N3CCC(OCCCC[C@@H](OC=4C=CC(=CC4C4=CC=CC(C5=CN2C1=N5)=C4)F)C)(CC3)C)[C@@H](C(=O)OC)OC(C)(C)C)C (methyl(2S)-2-[(22S)-5-bromo-17-fluoro-4,22,28-trimethyl-21,27-dioxa-1,7,34-triazahexacyclo[26.2.2.16,9.110,14.02,7.015,20]tetratriaconta-2,4,6(34),8,10(33),11,13,15(20),16,18-decaen-3-yl]-2-(tert-butoxy)acetate), C(C)(C)(C)O[C@H](C(=O)OC)C1=C2N3CCC(OCCCC[C@@H](OC=4C=CC(=CC4C4=CC=CC(C5=CN2C(C(=C1C)C1=CC=NC=C1)=N5)=C4)F)C)(CC3)C (Methyl(2S)-2-(tert-butoxy)-2-[(22S)-17-fluoro-4,22,28-trimethyl-5-(pyridin-4-yl)-21,27-dioxa-1,7,34-triazahexacyclo[26.2.2.16,9.110,14.02,7.015,20]tetratriaconta-2,4,6(34),8,10(33),11,13,15(20),16,18-decaen-3-yl]acetate). Product: C(C)(C)(C)O[C@H](C(=O)OC)C1=C2N3CCC(OCCCC[C@@H](OC=4C=CC(=CC4C4=CC=CC(C5=CN2C(C(=C1C)C1=CC=C(C=C1)F)=N5)=C4)F)C)(CC3)C (Methyl(2S)-2-(tert-butoxy)-2-[(22S)-17-fluoro-5-(4-fluorophenyl)-4,22,28-trimethyl-21,27-dioxa-1,7,34-triazahexacyclo[26.2.2.16,9.110,14.02,7.015,20]tetratriaconta-2,4,6(34),8,10(33),11,13,15(20),16,18-decaen-3-yl]acetate). The yield is 66.7%. As a reaction SMILES: Br[C:2]1[C:31]2=[N:32][C:28]3=[CH:29][N:30]2[C:5]([N:6]2[CH2:37][CH2:36][C:9]([CH3:38])([O:10][CH2:11][CH2:12][CH2:13][CH2:14][C@H:15]([CH3:35])[O:16][C:17]4[CH:18]=[CH:19][C:20]([F:34])=[CH:21][C:22]=4[C:23]4[CH:33]=[C:27]3[CH:26]=[CH:25][CH:24]=4)[CH2:8][CH2:7]2)=[C:4]([C@H:39]([O:44][C:45]([CH3:48])([CH3:47])[CH3:46])[C:40]([O:42][CH3:43])=[O:41])[C:3]=1[CH3:49].C(O[C@@H](C1C(C)=C(C2C=CN=CC=2)C2=NC3=CN2C=1N1CCC(C)(OCCCC[C@H](C)O[C:73]2[CH:74]=[CH:75][C:76]([F:99])=[CH:77][C:78]=2C2C=C3C=CC=2)CC1)C(OC)=O)(C)(C)C>>[C:45]([O:44][C@@H:39]([C:4]1[C:3]([CH3:49])=[C:2]([C:73]2[CH:78]=[CH:77][C:76]([F:99])=[CH:75][CH:74]=2)[C:31]2=[N:32][C:28]3=[CH:29][N:30]2[C:5]=1[N:6]1[CH2:37][CH2:36][C:9]([CH3:38])([O:10][CH2:11][CH2:12][CH2:13][CH2:14][C@H:15]([CH3:35])[O:16][C:17]2[CH:22]=[CH:21][C:20]([F:34])=[CH:19][C:18]=2[C:25]2[CH:26]=[C:27]3[CH:33]=[CH:23][CH:24]=2)[CH2:8][CH2:7]1)[C:40]([O:42][CH3:43])=[O:41])([CH3:46])([CH3:47])[CH3:48]. Reported procedure: Prepared in 66.7% yield from methyl(2S)-2-[(22S)-5-bromo-17-fluoro-4,22,28-trimethyl-21,27-dioxa-1,7,34-triazahexacyclo[26.2.2.16,9.110,14.02,7.015,20]tetratriaconta-2,4,6(34),8,10(33),11,13,15(20),16,18-decaen-3-yl]-2-(tert-butoxy)acetate following the procedure for Methyl(2S)-2-(tert-butoxy)-2-[(22S)-17-fluoro-4,22,28-trimethyl-5-(pyridin-4-yl)-21,27-dioxa-1,7,34-triazahexacyclo[26.2.2.16,9.110,14.02,7.015,20]tetratriaconta-2,4,6(34),8,10(33),11,13,15(20),16,18-decaen-3-yl]acetate. LCMS (ESI, ... Starting materials: [Al+3], Cn1c(-c2ccc(C#N)cc2)nc(-c2ccccc2)c1-c1ccncc1, C1CCOC1, [H-], [H-], [H-], [H-], [Li+], [Na+], [OH-]. Yields the product Cn1c(-c2ccc(CN)cc2)nc(-c2ccccc2)c1-c1ccncc1. As a reaction SMILES: [Al+3:28].[C:1](#[N:2])[c:3]1[cH:4][cH:5][c:6](-[c:9]2[n:10]([CH3:26])[c:11](-[c:20]3[cH:21][cH:22][n:23][cH:24][cH:25]3)[c:12](-[c:14]3[cH:15][cH:16][cH:17][cH:18][cH:19]3)[n:13]2)[cH:7][cH:8]1.[CH2:35]1[O:36][CH2:37][CH2:38][CH2:39]1.[H-:27].[H-:30].[H-:31].[H-:32].[Li+:29].[Na+:34].[OH-:33]>>[CH2:1]([NH2:2])[c:3]1[cH:4][cH:5][c:6](-[c:9]2[n:10]([CH3:26])[c:11](-[c:20]3[cH:21][cH:22][n:23][cH:24][cH:25]3)[c:12](-[c:14]3[cH:15][cH:16][cH:17][cH:18][cH:19]3)[n:13]2)[cH:7][cH:8]1. Reactants: C=C(C)C (isobutene), C1(CCC=CC1)C=CC1CCC=CC1 (1,2-dicyclohex-4-enylethene), C[Sn](C)(C)C (tetramethyltin), [Sn](C)(C)(C)C (SnMe4). Product: C1(CCC=CC1)C=CC1CCC=CC1 (1,2-dicyclohex-4-enylethylene), C(=C(C)C)C1CC=CCC1 (4-isobutenylcyclohexene), C(=C)C1CC=CCC1 (4-vinylcylohexene). Isolated yield 4.6%. As a reaction SMILES: C[Sn](C)(C)C.[CH2:6]=[C:7]([CH3:9])[CH3:8].[CH:10]1([CH:16]=[CH:17][CH:18]2[CH2:23][CH:22]=[CH:21][CH2:20][CH2:19]2)[CH2:15][CH:14]=[CH:13][CH2:12][CH2:11]1>>[CH:10]1([CH:16]=[CH:17][CH:18]2[CH2:19][CH:20]=[CH:21][CH2:22][CH2:23]2)[CH2:11][CH:12]=[CH:13][CH2:14][CH2:15]1.[CH:6]([CH:14]1[CH2:13][CH2:12][CH:11]=[CH:10][CH2:15]1)=[C:7]([CH3:9])[CH3:8].[CH:16]([CH:10]1[CH2:15][CH2:14][CH:13]=[CH:12][CH2:11]1)=[CH2:17]. Procedure: The process of Example 18 was repeated except that the catalyst was impregnated with tetramethyltin before use and the feed was 27 g of isobutene and 9.6 g of 1,2-dicyclohex-4-enylethene. The catalyst so prepared contained 6.4% by weight SnMe4. After 30 minutes reaction the products were analysed. 13.7% of the 1,2-dicyclohex-4-enylethylene was converted affording dismutation products with the following seectivities 54% 4-isobutenylcyclohexene and 4.6% 4-vinylcylohexene. The reactants are C(#N)C1=CC=C(C=C1)C1N(C(N(C=2CCCC(C12)=O)C1=CC(=CC=C1)C(F)(F)F)=O)C(=O)OC1=CC=C(C=C1)[N+](=O)[O-] (4-nitrophenyl 4-(4-cyanophenyl)-2,5-dioxo-1-(3-(trifluoromethyl)phenyl)1,2,5,6,7,8-hexahydroquinazoline-3(4H)-carboxylate), C(#N)C1=CC=C(C=C1)C1N(C(N(C=2CCCC(C12)=O)C1=CC(=CC=C1)C(F)(F)F)=O)C(=O)OC1=CC=C(C=C1)[N+](=O)[O-] (4-nitrophenyl 4-(4-cyanophenyl)-2,5-dioxo-1-(3-(trifluoromethyl)phenyl)1,2,5,6,7,8-hexahydroquinazoline-3(4H)-carboxylate), CS(=O)(=O)C1=CC=C(C=C1)CN ((4-(methylsulfonyl)phenyl)methanamine). Solvent: C(C)#N (acetonitrile). Reaction conditions: time 1 hour. The product is C(#N)C1=CC=C(C=C1)C1N(C(N(C=2CCCC(C12)=O)C1=CC(=CC=C1)C(F)(F)F)=O)C(=O)NCC1=CC=C(C=C1)S(=O)(=O)C (4-(4-Cyanophenyl)-N-(4-(methylsulfonyl)benzyl)-2,5-dioxo-1-(3-(trifluoromethyl)-phenyl)-1,2,5,6,7,8-hexahydroquinazoline-3(4H)-carboxamide). As a reaction SMILES: [C:1]([C:3]1[CH:8]=[CH:7][C:6]([CH:9]2[C:18]3[C:17](=[O:19])[CH2:16][CH2:15][CH2:14][C:13]=3[N:12]([C:20]3[CH:25]=[CH:24][CH:23]=[C:22]([C:26]([F:29])([F:28])[F:27])[CH:21]=3)[C:11](=[O:30])[N:10]2[C:31](OC2C=CC([N+]([O-])=O)=CC=2)=[O:32])=[CH:5][CH:4]=1)#[N:2].[CH3:43][S:44]([C:47]1[CH:52]=[CH:51][C:50]([CH2:53][NH2:54])=[CH:49][CH:48]=1)(=[O:46])=[O:45]>C(#N)C>[C:1]([C:3]1[CH:4]=[CH:5][C:6]([CH:9]2[C:18]3[C:17](=[O:19])[CH2:16][CH2:15][CH2:14][C:13]=3[N:12]([C:20]3[CH:25]=[CH:24][CH:23]=[C:22]([C:26]([F:29])([F:27])[F:28])[CH:21]=3)[C:11](=[O:30])[N:10]2[C:31]([NH:54][CH2:53][C:50]2[CH:49]=[CH:48][C:47]([S:44]([CH3:43])(=[O:46])=[O:45])=[CH:52][CH:51]=2)=[O:32])=[CH:7][CH:8]=1)#[N:2]. Procedure details: A mixture of 4-nitrophenyl 4-(4-cyanophenyl)-2,5-dioxo-1-(3-(trifluoromethyl)phenyl)-1,2,5,6,7,8-hexahydroquinazoline-3(4H)-carboxylate (intermediate 37, 200 mg, 0.347 mmol) and (4-(methylsulfonyl)phenyl)methanamine (193 mg, 1.04 mmol in acetonitrile (5 mL) is stirred at room temperature for 1 h and purified by preparative HPLC (Waters Xbridge™-C18, gradient of acetonitrile in water, 0.1% TFA). Yield: 92 mg; ESI mass spectrum [M+H]+=623; Retention time HPLC: 0.66 min (X012_S01).